This data is from the Open Reaction Database (ORD), a public repository of structured organic reaction records. The task is: describe an organic reaction: reactants, conditions, products, and yield The solvent is C(C)(=O)OCC (ethyl acetate). The product is COC=1C=C2C(=CC1OCCCN3CCOCC3)C(=NC=N2)NC=4C=CC(=C(C4)Cl)F.CS(=O)C (ZD1839 DMSO). Run at temperature 75 celsius. Reported procedure: With warming to about 75° C., 4-(3′-chloro-4′-fluoroanilino)-7-methoxy-6-(3-morpholinopropoxy)quinazoline (204 kg) was dissolved in a mixture of ethyl acetate (1021 liters) and dimethyl sulphoxide (181 liters) containing diatomaceous earth filter aid (5 kg). The resultant mixture was filtered and ethyl acetate (78 liters) was used to wash the filter aid solid. The filtrate and washings were combined and cooled initially to about 10° C. The mixture was then heated to about 40° C. for 1 hour. The ... Reactants: ClC=1C=C(NC2=NC=NC3=CC(=C(C=C23)OCCCN2CCOCC2)OC)C=CC1F (4-(3′-chloro-4′-fluoroanilino)-7-methoxy-6-(3-morpholinopropoxy)quinazoline), CS(=O)C (dimethyl sulphoxide). Reaction SMILES: [Cl:1][C:2]1[CH:3]=[C:4]([CH:28]=[CH:29][C:30]=1[F:31])[NH:5][C:6]1[C:15]2[C:10](=[CH:11][C:12]([O:26][CH3:27])=[C:13]([O:16][CH2:17][CH2:18][CH2:19][N:20]3[CH2:25][CH2:24][O:23][CH2:22][CH2:21]3)[CH:14]=2)[N:9]=[CH:8][N:7]=1.[CH3:32][S:33]([CH3:35])=[O:34]>C(OCC)(=O)C>[CH3:27][O:26][C:12]1[CH:11]=[C:10]2[N:9]=[CH:8][N:7]=[C:6]([NH:5][C:4]3[CH:28]=[CH:29][C:30]([F:31])=[C:2]([Cl:1])[CH:3]=3)[C:15]2=[CH:14][C:13]=1[O:16][CH2:17][CH2:18][CH2:19][N:20]1[CH2:25][CH2:24][O:23][CH2:22][CH2:21]1.[CH3:32][S:33]([CH3:35])=[O:34] |f:3.4|. The reactants are N1CCOCC1 (morpholine), C(=O)(OC(C)(C)C)N[C@@H](CC1=CC=CC2=CC=CC=C12)C(=O)O (Boc-3-(1-naphthyl)-L-alanine). The product is C(=O)(OC(C)(C)C)N[C@@H](CC1=CC=CC2=CC=CC=C12)C(=O)N1CCOCC1 (N-[Boc-3-(1-naphthyl)-L-alanyl]morpholine). As a reaction SMILES: [NH:1]1[CH2:6][CH2:5][O:4][CH2:3][CH2:2]1.[C:7]([NH:14][C@H:15]([C:27](O)=[O:28])[CH2:16][C:17]1[C:26]2[C:21](=[CH:22][CH:23]=[CH:24][CH:25]=2)[CH:20]=[CH:19][CH:18]=1)([O:9][C:10]([CH3:13])([CH3:12])[CH3:11])=[O:8]>>[C:7]([NH:14][C@H:15]([C:27]([N:1]1[CH2:6][CH2:5][O:4][CH2:3][CH2:2]1)=[O:28])[CH2:16][C:17]1[C:26]2[C:21](=[CH:22][CH:23]=[CH:24][CH:25]=2)[CH:20]=[CH:19][CH:18]=1)([O:9][C:10]([CH3:12])([CH3:11])[CH3:13])=[O:8]. Procedure details: In substantially the same manner as in Example 5, morpholine (275 μl) was condensed with Boc-3-(1-naphthyl)-L-alanine (970 mg, manufactured by Bachem Fein Chemikalien AG, Switzerland) to give N-[Boc-3-(1-naphthyl)-L-alanyl]morpholine (1.18 g) as a white powder (yield quantitative). After Boc group elimination with TFA, the product was condensed with (2S,3S)-ethyl hydrogen trans-epoxysuccinate (620 mg) as obtained in Reference Example 8 to yield the title compound (compound 79; 1.09 g) as a white...